Dataset: the Open Reaction Database (ORD), a public repository of structured organic reaction records. Task: describe an organic reaction: reactants, conditions, products, and yield The reactants are O.ON1N=NC2=C1C=CC=C2 (1-hydroxybenzotriazole hydrate), Cl.CN(CCCN=C=NCC)C (1-(3-dimethylaminopropyl)-3-ethylcarbodiimide hydrochloride), [Cl-].[NH4+] (ammonium chloride), CN1CCOCC1 (N-methylmorpholine), BrC=1C=C2C(=NC1)[C@@H](C1=C(CC2)C=C(C=C1Br)Cl)C1CCN(CC1)C(CC1(C=CN(C=C1)S(=O)(=O)C)C(=O)O)=O ((+) -4-(3,10-dibromo-8-chloro-6,11-dihydro-5H-benzo[5,6]cyclohepta[1,2-b]pyridin-11(R)-yl)-1-[[4-carboxy-1-(methylsulfonyl)-4-pyridinyl]acetyl]piperidine). Run in CN(C=O)C (N,N-dimethylformamide), ClCCl (dichloromethane). Reaction conditions: time 8 hour. The product is BrC=1C=C2C(=NC1)[C@@H](C1=C(CC2)C=C(C=C1Br)Cl)C1CCN(CC1)C(CC1(C=CN(C=C1)S(=O)(=O)C)C#N)=O ((+)-4-(3,10-dibromo-8-chloro-6,11-dihydro-5H-benzo[5,6]cyclohepta[1,2-b]pyridin-11(R)-yl)-1-[[4-cyano-1-(methylsulfonyl)-4-pyridinyl]acetyl]piperidine). RXN SMILES: [Br:1][C:2]1[CH:3]=[C:4]2[CH2:12][CH2:11][C:10]3[CH:13]=[C:14]([Cl:18])[CH:15]=[C:16]([Br:17])[C:9]=3[C@@H:8]([CH:19]3[CH2:24][CH2:23][N:22]([C:25](=[O:40])[CH2:26][C:27]4([C:37](O)=O)[CH:32]=[CH:31][N:30]([S:33]([CH3:36])(=[O:35])=[O:34])[CH:29]=[CH:28]4)[CH2:21][CH2:20]3)[C:5]2=[N:6][CH:7]=1.O.O[N:43]1C2C=CC=CC=2N=N1.Cl.CN(C)CCCN=C=NCC.[Cl-].[NH4+].CN1CCOCC1>CN(C)C=O.ClCCl>[Br:1][C:2]1[CH:3]=[C:4]2[CH2:12][CH2:11][C:10]3[CH:13]=[C:14]([Cl:18])[CH:15]=[C:16]([Br:17])[C:9]=3[C@@H:8]([CH:19]3[CH2:24][CH2:23][N:22]([C:25](=[O:40])[CH2:26][C:27]4([C:37]#[N:43])[CH:32]=[CH:31][N:30]([S:33]([CH3:36])(=[O:34])=[O:35])[CH:29]=[CH:28]4)[CH2:21][CH2:20]3)[C:5]2=[N:6][CH:7]=1 |f:1.2,3.4,5.6|. Reported procedure: Dissolve the title compound from Example 2 (1 mmol) in anhydrous N,N-dimethylformamide (DMF, 10 mL) and add 1-hydroxybenzotriazole hydrate (1 mmol), 1-(3-dimethylaminopropyl)-3-ethylcarbodiimide hydrochloride (1 mmol), ammonium chloride (1 mmol) and N-methylmorpholine (1 mmol). Stir the resulting mixture at room temperature under nitrogen overnight. Concentrate in vacuo to provide a residue and dilute with dichloromethane, wash with 1M hydrochloric acid and brine, then dry over anhydrous magnesi... Reactants: BrC1=CC(=C(N)C=C1)OC (4-bromo-2-methoxyaniline), N1N=CN=C1 (1,2,4-triazole), C(=O)([O-])[O-].[Cs+].[Cs+] (Cs2CO3), N1N=CN=C1 (1,2,4-triazole), C(=O)([O-])[O-].[Cs+].[Cs+] (Cs2CO3). The reagents and catalysts are [Cu]I (CuI), [Cu]I (CuI). The solvent is CN(C)C=O (DMF), C(C)(=O)OCC (ethyl acetate). Run at temperature 110 celsius. Yields the product COC1=C(N)C=CC(=C1)N1N=CN=C1 (2-methoxy-4-(1H-1,2,4-triazol-1-yl)aniline). The yield is 47.0%. Reaction SMILES: Br[C:2]1[CH:8]=[CH:7][C:5]([NH2:6])=[C:4]([O:9][CH3:10])[CH:3]=1.[NH:11]1[CH:15]=[N:14][CH:13]=[N:12]1.C([O-])([O-])=O.[Cs+].[Cs+]>CN(C=O)C.C(OCC)(=O)C.[Cu]I>[CH3:10][O:9][C:4]1[CH:3]=[C:2]([N:11]2[CH:15]=[N:14][CH:13]=[N:12]2)[CH:8]=[CH:7][C:5]=1[NH2:6] |f:2.3.4|. Procedure: A mixture of 4-bromo-2-methoxyaniline (208 mg, 1.03 mmol), 1,2,4-triazole (80 mg, 1.13 mmol), Cs2CO3 (0.67 g, 2.06 mmol) and CuI (20 mg, 0.103 mmol) in DMF was heated at 110° C. for 20 h. Further portions of 1,2,4-triazole (0.1 g, 1.44 mmol), Cs2CO3 (0.67 g, 2.06 mmol) and CuI (0.1 g, 0.52 mmol) were added and the mixture was heated a further 72 h at 110° C. The mixture was cooled, diluted with ethyl acetate (20 mL) and washed with water (2×20 mL). The combined aqueous washes were re-extracted w... Reactants: FC1=C(C=C(C=C1)CCC)S(=O)(=O)O (2-fluoro-5-n-propylbenzenesulfonic acid), N1CCNCCC1 (homopiperazine). The product is N1(CCNCCC1)C1=C(C=C(C=C1)CCC)S(=O)(=O)O (2-(1-homopiperazinyl)-5-n-propylbenzenesulfonic acid). Isolated yield 37.2%. RXN SMILES: F[C:2]1[CH:7]=[CH:6][C:5]([CH2:8][CH2:9][CH3:10])=[CH:4][C:3]=1[S:11]([OH:14])(=[O:13])=[O:12].[NH:15]1[CH2:21][CH2:20][CH2:19][NH:18][CH2:17][CH2:16]1>>[N:15]1([C:2]2[CH:7]=[CH:6][C:5]([CH2:8][CH2:9][CH3:10])=[CH:4][C:3]=2[S:11]([OH:14])(=[O:13])=[O:12])[CH2:21][CH2:20][CH2:19][NH:18][CH2:17][CH2:16]1. Procedure details: According to the same method as in Example 2, from 0.61 g of 2-fluoro-5-n-propylbenzenesulfonic acid and 2.80 g of homopiperazine, 0.31 g (yield: 37.2%) of the above title product having the following physical property was obtained.